Dataset: the Open Reaction Database (ORD), a public repository of structured organic reaction records. Task: describe an organic reaction: reactants, conditions, products, and yield Starting materials: C1CCOC1, CN, CN1CCCC1=O, CC(C)n1ncnc1-c1cn2c(n1)-c1cnc(OS(=O)(=O)C(F)(F)F)cc1OCC2, O. The product is CNc1cc2c(cn1)-c1nc(-c3ncnn3C(C)C)cn1CCO2. Reaction SMILES: [CH2:33]1[O:34][CH2:35][CH2:36][CH2:37]1.[CH3:31][NH2:32].[CH3:38][N:39]1[CH2:40][CH2:41][CH2:42][C:43]1=[O:44].[CH:1]([CH3:2])([CH3:3])[n:4]1[n:5][cH:6][n:7][c:8]1-[c:9]1[cH:10][n:11]2[c:17]([n:18]1)-[c:16]1[c:15]([cH:22][c:21]([O:23][S:24]([C:25]([F:26])([F:27])[F:28])(=[O:29])=[O:30])[n:20][cH:19]1)[O:14][CH2:13][CH2:12]2.[OH2:45]>>[CH:1]([CH3:2])([CH3:3])[n:4]1[n:5][cH:6][n:7][c:8]1-[c:9]1[cH:10][n:11]2[c:17]([n:18]1)-[c:16]1[c:15]([cH:22][c:21]([NH:32][CH3:31])[n:20][cH:19]1)[O:14][CH2:13][CH2:12]2. The reactants are CC(=O)Nc1ccccc1C, COCC(=O)Nc1ccccc1, O=S(=O)(O)Cl, c1ccccc1. Product: CC(=O)Nc1cc(S(=O)(=O)Cl)ccc1C. Reaction SMILES: [C:6]([CH3:7])(=[O:8])[NH:9][c:10]1[c:11]([CH3:16])[cH:12][cH:13][cH:14][cH:15]1.[CH3:17][O:18][CH2:19][C:20]([NH:21][c:22]1[cH:23][cH:24][cH:25][cH:26][cH:27]1)=[O:28].[Cl:1][S:2](=[O:3])(=[O:4])[OH:5].[cH:29]1[cH:30][cH:31][cH:32][cH:33][cH:34]1>>[Cl:1][S:2](=[O:3])(=[O:5])[c:14]1[cH:13][cH:12][c:11]([CH3:16])[c:10]([NH:9][C:6]([CH3:7])=[O:8])[cH:15]1. Reactants: CCOC(=O)Cc1cc(Br)ncc1[N+](=O)[O-], CN1CCNCC1, COCCOC, CCOC(C)=O, O=C(C=Cc1ccccc1)C=Cc1ccccc1, [Cl-], [K+], [K+], [K+], [Na+], O, O=P([O-])([O-])[O-], [Pd]. Yields the product CCOC(=O)Cc1cc(N2CCN(C)CC2)ncc1[N+](=O)[O-]. Reaction SMILES: [CH2:9]([CH3:10])[O:11][C:12]([CH2:13][c:14]1[cH:15][c:16]([Br:23])[n:17][cH:18][c:19]1[N+:20](=[O:21])[O-:22])=[O:24].[CH3:25][N:26]1[CH2:27][CH2:28][NH:29][CH2:30][CH2:31]1.[CH3:34][O:35][CH2:36][CH2:37][O:38][CH3:39].[CH3:40][CH2:41][O:42][C:43]([CH3:44])=[O:45].[CH:47](=[CH:48][C:49]([CH:50]=[CH:51][c:52]1[cH:53][cH:54][cH:55][cH:56][cH:57]1)=[O:58])[c:59]1[cH:60][cH:61][cH:62][cH:63][cH:64]1.[Cl-:32].[K+:6].[K+:7].[K+:8].[Na+:33].[OH2:46].[P:1]([O-:2])([O-:3])([O-:4])=[O:5].[Pd:65]>>[CH2:9]([CH3:10])[O:11][C:12]([CH2:13][c:14]1[cH:15][c:16]([N:29]2[CH2:28][CH2:27][N:26]([CH3:25])[CH2:31][CH2:30]2)[n:17][cH:18][c:19]1[N+:20](=[O:21])[O-:22])=[O:24]. Starting materials: BrC=1C=CC2=C(N(C(=N2)C(Cl)(Cl)Cl)C2=NC(=NC=C2)N)C1 (4-[6-bromo-2-(trichloromethyl)-1H-1,3-benzodiazol-1-yl]pyrimidin-2-amine), N1CCCC1 (pyrrolidine), C([O-])([O-])=O.[Cs+].[Cs+] (cesium carbonate). Run in CN(C=O)C (N,N-dimethylformamide). Conditions: time 24 hour. The product is BrC=1C=CC2=C(N(C(=N2)C(=O)N2CCCC2)C2=NC(=NC=C2)N)C1 (4-[6-bromo-2-[(pyrrolidin-1-yl)carbonyl]-1H-1,3-benzodiazol-1-yl]pyrimidin-2-amine). The yield is 51.0%. Reaction SMILES: [Br:1][C:2]1[CH:3]=[CH:4][C:5]2[N:9]=[C:8]([C:10](Cl)(Cl)Cl)[N:7]([C:14]3[CH:19]=[CH:18][N:17]=[C:16]([NH2:20])[N:15]=3)[C:6]=2[CH:21]=1.[NH:22]1[CH2:26][CH2:25][CH2:24][CH2:23]1.C(=O)([O-])[O-:28].[Cs+].[Cs+]>CN(C)C=O>[Br:1][C:2]1[CH:3]=[CH:4][C:5]2[N:9]=[C:8]([C:10]([N:22]3[CH2:26][CH2:25][CH2:24][CH2:23]3)=[O:28])[N:7]([C:14]3[CH:19]=[CH:18][N:17]=[C:16]([NH2:20])[N:15]=3)[C:6]=2[CH:21]=1 |f:2.3.4|. Procedure details: A mixture of 4-[6-bromo-2-(trichloromethyl)-1H-1,3-benzodiazol-1-yl]pyrimidin-2-amine (500 mg, 1.23 mmol), pyrrolidine (1 mL) and cesium carbonate (2 g, 6.14 mmol) in N,N-dimethylformamide (5 mL) was stirred for 24 h at room temperature. The reaction mixture was purified on a C18 column (acetonitrile/water, 5:95-80:20) to give 240 mg (51%) of 4-[6-bromo-2-[(pyrrolidin-1-yl)carbonyl]-1H-1,3-benzodiazol-1-yl]pyrimidin-2-amine as a white solid: 1H NMR (300 MHz, DMSO) delta 8.42 (d, J=5.1 Hz, 1H), 8... Reactants: CCCc1n[nH]c2ncnc(O)c12, CN(C)C=O, O=S(Cl)Cl. Product: CCCc1n[nH]c2ncnc(Cl)c12. Reaction SMILES: [CH2:1]([CH2:2][CH3:3])[c:4]1[n:5][nH:6][c:7]2[n:8][cH:9][n:10][c:11]([OH:13])[c:12]12.[O:18]=[CH:19][N:20]([CH3:21])[CH3:22].[S:14]([Cl:15])([Cl:16])=[O:17]>>[CH2:1]([CH2:2][CH3:3])[c:4]1[n:5][nH:6][c:7]2[n:8][cH:9][n:10][c:11]([Cl:16])[c:12]12.